This data is from the Open Reaction Database (ORD), a public repository of structured organic reaction records. The task is: describe an organic reaction: reactants, conditions, products, and yield Starting materials: [BH4-], CC(=O)[O-], CC(=O)[O-], CC(=O)[O-], CC(=O)[O-], Cc1c(NS(C)(=O)=O)cccc1N(Cc1ccccc1)Cc1ccc(OCC(O)CO)cc1, CCO, CCOCC, [Na+], [Pb+4], c1ccccc1. Reaction SMILES: [BH4-:51].[C:34]([O-:35])(=[O:36])[CH3:37].[C:38]([O-:39])(=[O:40])[CH3:41].[C:42]([O-:43])(=[O:44])[CH3:45].[C:46]([O-:47])(=[O:48])[CH3:49].[CH2:1]([c:2]1[cH:3][cH:4][cH:5][cH:6][cH:7]1)[N:8]([c:9]1[c:10]([CH3:20])[c:11]([NH:15][S:16](=[O:17])(=[O:18])[CH3:19])[cH:12][cH:13][cH:14]1)[CH2:21][c:22]1[cH:23][cH:24][c:25]([O:28][CH2:29][CH:30]([CH2:31][OH:32])[OH:33])[cH:26][cH:27]1.[CH3:59][CH2:60][OH:61].[CH3:62][CH2:63][O:64][CH2:65][CH3:66].[Na+:52].[Pb+4:50].[cH:53]1[cH:54][cH:55][cH:56][cH:57][cH:58]1>>[CH2:1]([c:2]1[cH:3][cH:4][cH:5][cH:6][cH:7]1)[N:8]([c:9]1[c:10]([CH3:20])[c:11]([NH:15][S:16](=[O:17])(=[O:18])[CH3:19])[cH:12][cH:13][cH:14]1)[CH2:21][c:22]1[cH:23][cH:24][c:25]([O:28][CH2:29][CH2:30][OH:33])[cH:26][cH:27]1. Yields the product Cc1c(NS(C)(=O)=O)cccc1N(Cc1ccccc1)Cc1ccc(OCCO)cc1. Reactants: COC=1C=2N(C3=CC=C(C=C3N1)OC)C(=NN2)CC (4,7-dimethoxy-1-ethyl-[1,2,4]triazolo[4,3-a]quinoxaline), Cl (hydrochloric acid), ice water. Solvent: C(C)(=O)O (acetic acid). Conditions: time 20 minute. The product is C(C)C1=NN=C2N1C1=CC=C(C=C1N=C2O)OC (1-ethyl-4-hydroxy-7-methoxy-[1,2,4]triazolo[4,3-a]quinoxaline). Reaction SMILES: C[O:2][C:3]1[C:4]2[N:5]([C:15]([CH2:18][CH3:19])=[N:16][N:17]=2)[C:6]2[C:11]([N:12]=1)=[CH:10][C:9]([O:13][CH3:14])=[CH:8][CH:7]=2.Cl>C(O)(=O)C>[CH2:18]([C:15]1[N:5]2[C:6]3[C:11]([N:12]=[C:3]([OH:2])[C:4]2=[N:17][N:16]=1)=[CH:10][C:9]([O:13][CH3:14])=[CH:8][CH:7]=3)[CH3:19]. Procedure: A mixture consisting of 3.3 g. (0.013 mole) of 4,7-dimethoxy-1-ethyl-[1,2,4]triazolo[4,3-a]quinoxaline, 33 ml. of 1N hydrochloric acid and 99 ml. of glacial acetic acid was refluxed for a period of two hours. Upon completion of this step, the reaction mixture was cooled to room temperature and poured over ice/water. The resulting mixture was then stirred for a period of 20 minutes and extracted with ethyl acetate. The latter extract next washed with saturated brine and dried over anhydrous magni... The reactants are ClC1=NC=NC(=C1)C1=C(C=CC=C1)F (4-chloro-6-(2-fluorophenyl)pyrimidine), C(C#CCO)O (2-butyn-1,4-diol), O (water), [H-].[Na+] (sodium hydride). Solvent: CN(C=O)C (N,N-dimethylformamide). Run at time 9 hour. Product: FC1=C(C=CC=C1)C1=NC=NC(=C1)OCC#CCO (4-(2-fluorophenyl)-6-(4-hydroxy-2-butynyloxy)pyrimidine). Yield: 61.8%. RXN SMILES: Cl[C:2]1[CH:7]=[C:6]([C:8]2[CH:13]=[CH:12][CH:11]=[CH:10][C:9]=2[F:14])[N:5]=[CH:4][N:3]=1.[CH2:15]([OH:20])[C:16]#[C:17][CH2:18][OH:19].[H-].[Na+].O>CN(C)C=O>[F:14][C:9]1[CH:10]=[CH:11][CH:12]=[CH:13][C:8]=1[C:6]1[CH:7]=[C:2]([O:19][CH2:18][C:17]#[C:16][CH2:15][OH:20])[N:3]=[CH:4][N:5]=1 |f:2.3|. Procedure details: In 10 ml of N,N-dimethylformamide were dissolved 608 mg of 4-chloro-6-(2-fluorophenyl)pyrimidine and 527 mg of 2-butyn-1,4-diol, to which 245 mg of sodium hydride (60% in oil) was added, followed by stirring at room temperature for 9 hours. The reaction mixture was then poured into water and extracted with ethyl acetate. The organic layer was washed with a saturated aqueous sodium chloride solution, dried over anhydrous magnesium sulfate, and then concentrated. The resulting residue was subjecte... Reactants: NC1=C2C(C(=CN(C2=C(C(=C1F)F)C)[C@H]1[C@H](C1)F)C(=O)O)=O (5-amino-6,7-difluoro-1-[(1R,2S)-2-fluoro-1-cyclopropyl]-1,4-dihydro-8-methyl-4-oxoquinoline-3-carboxylic acid), CS(=O)C (dimethyl sulfoxide), C(C)(C)(C)OC(=O)NC1(CC1)[C@@H]1[C@@H](CNC1)F ((3S,4R)-4-(1-tert-butoxycarbonylaminocyclopropyl)-3-fluoro pyrrolidine), CN1CCCCC1 (1-methylpiperidine). Reaction conditions: temperature 80 celsius. Product: C(C)(=O)NC1=C2C(C(=CN(C2=C(C(=C1F)N1C[C@H]([C@H](C1)C1(CC1)NC(=O)OC(C)(C)C)F)C)[C@H]1[C@H](C1)F)C(=O)O)=O (5-acetylamino-7-[(3S,4R)-4-(1-tert-butoxycarbonylaminocyclopropyl)-3-fluoropyrrolidinyl]-6-fluoro-1-[(1R,2S)-2-fluoro-1-cyclopropyl]-1,4-dihydro-8-methyl-4-oxoquinoline-3-carboxylic acid). Reaction SMILES: [NH2:1][C:2]1[C:11]([F:12])=[C:10](F)[C:9]([CH3:14])=[C:8]2[C:3]=1[C:4](=[O:22])[C:5]([C:19]([OH:21])=[O:20])=[CH:6][N:7]2[C@@H:15]1[CH2:17][C@@H:16]1[F:18].[C:23]([O:27][C:28]([NH:30][C:31]1([C@H:34]2[CH2:38][NH:37][CH2:36][C@H:35]2[F:39])[CH2:33][CH2:32]1)=[O:29])([CH3:26])([CH3:25])[CH3:24].CN1[CH2:46][CH2:45]CCC1.CS(C)=[O:49]>>[C:45]([NH:1][C:2]1[C:11]([F:12])=[C:10]([N:37]2[CH2:38][C@H:34]([C:31]3([NH:30][C:28]([O:27][C:23]([CH3:26])([CH3:24])[CH3:25])=[O:29])[CH2:32][CH2:33]3)[C@H:35]([F:39])[CH2:36]2)[C:9]([CH3:14])=[C:8]2[C:3]=1[C:4](=[O:22])[C:5]([C:19]([OH:21])=[O:20])=[CH:6][N:7]2[C@@H:15]1[CH2:17][C@@H:16]1[F:18])(=[O:49])[CH3:46]. Procedure details: A mixture consisting of 5-amino-6,7-difluoro-1-[(1R,2S)-2-fluoro-1-cyclopropyl]-1,4-dihydro-8-methyl-4-oxoquinoline-3-carboxylic acid (0.33 g, 1.06 mmol), (3S,4R)-4-(1-tert-butoxycarbonylaminocyclopropyl)-3-fluoro pyrrolidine (0.39 g, 1.60 mmol), 1-methylpiperidine (0.16 ml, 1.33 mmol) and dimethyl sulfoxide (13 ml) was heated at an outer temperature of 80° C. for 7 hours under a condition of 2.94×108 Pa. When analysis was carried out by a high performance liquid chromatography after completion ... Reactants: O (water), Cl.NN=CC1=CC=C(C=C1)C1=NOC2(C1)CCN(CC2)CC(=O)OCC (ethyl (3-(4-(aminoiminomethyl)phenyl)-1-oxa-2,8-diaza-spiro[4.5]dec-2-en-8-yl)acetate hydrochloride), C(C)(=O)O (acetic acid), [OH-].[Na+] (sodium hydroxide). Run in C(C)O (ethanol), C(C)O (ethanol). Reaction conditions: time 8 hour. Yields the product NN=CC1=CC=C(C=C1)C1=NOC2(C1)CCN(CC2)CC(=O)O ((3-(4-(Aminoiminomethyl)phenyl)-1-oxa-2,8-diaza-spiro[4.5]dec-2-en-8-yl)acetic Acid). RXN SMILES: Cl.[NH2:2][N:3]=[CH:4][C:5]1[CH:10]=[CH:9][C:8]([C:11]2[CH2:15][C:14]3([CH2:20][CH2:19][N:18]([CH2:21][C:22]([O:24]CC)=[O:23])[CH2:17][CH2:16]3)[O:13][N:12]=2)=[CH:7][CH:6]=1.[OH-].[Na+].C(O)(=O)C.O>C(O)C>[NH2:2][N:3]=[CH:4][C:5]1[CH:10]=[CH:9][C:8]([C:11]2[CH2:15][C:14]3([CH2:16][CH2:17][N:18]([CH2:21][C:22]([OH:24])=[O:23])[CH2:19][CH2:20]3)[O:13][N:12]=2)=[CH:7][CH:6]=1 |f:0.1,2.3|. Procedure details: 0.12 g (0.315 mmol) of the ester from Example 5 were dissolved in 2 ml ethanol, and after addition of 0.4 ml 2 N aqueous sodium hydroxide solution the mixture was stirred overnight at room temperature. It was adjusted to pH 4 with diluted acetic acid. The solvent was removed from the clear solution under reduced pressure to leave a brown oil, which solidified by stirring with a mixture of ethanol and water. It was filtered, stirred in a small amount of hot ethanol, filtered again, and dried in v...